This data is from the Open Reaction Database (ORD), a public repository of structured organic reaction records. The task is: describe an organic reaction: reactants, conditions, products, and yield The reactants are C(C)(=O)C=1C=C(C(=NC1C)OC)NC(OC1=CC=CC=C1)=O (Phenyl N-(5-acetyl-2-methoxy-6-methylpyridin-3-yl)carbamate), OC=1C=C(C=CC1)N1CCNCC1 (1-(3-hydroxyphenyl)piperazine). Product: C(C)(=O)C=1C=C(C(=NC1C)OC)NC(=O)N1CCN(CC1)C1=CC(=CC=C1)O (1-[(5-Acetyl-2-methoxy-6-methylpyridin-3-yl)aminocarbonyl]-4-(3-hydroxyphenyl)piperazine). The yield is 76.0%. RXN SMILES: [C:1]([C:4]1[CH:5]=[C:6]([NH:13][C:14](=[O:22])OC2C=CC=CC=2)[C:7]([O:11][CH3:12])=[N:8][C:9]=1[CH3:10])(=[O:3])[CH3:2].[OH:23][C:24]1[CH:25]=[C:26]([N:30]2[CH2:35][CH2:34][NH:33][CH2:32][CH2:31]2)[CH:27]=[CH:28][CH:29]=1>>[C:1]([C:4]1[CH:5]=[C:6]([NH:13][C:14]([N:33]2[CH2:32][CH2:31][N:30]([C:26]3[CH:27]=[CH:28][CH:29]=[C:24]([OH:23])[CH:25]=3)[CH2:35][CH2:34]2)=[O:22])[C:7]([O:11][CH3:12])=[N:8][C:9]=1[CH3:10])(=[O:3])[CH3:2]. Reported procedure: Phenyl N-(5-acetyl-2-methoxy-6-methylpyridin-3-yl)carbamate and 1-(3-hydroxyphenyl)piperazine were reacted by the same way with the example 46 to obtain the titled compound. Isolated yield 48.7%. The reagents and catalysts are [Cu]I (copper(I) iodide). Product: C(C)C(CC)N1CCC=2C(=NC=3N(C21)N=C(C3C#C)C)C (8-(1-Ethylpropyl)-3-(1-ethynyl)-2,5-dimethyl-7,8-dihydro-6H-pyrazolo[1,5-a]pyrrolo[3,2-e]pyrimidine). Solvent: C(C)(=O)OCC (ethyl acetate), O1CCCC1 (tetrahydrofuran), C(C)N(CC)CC (triethylamine). Procedure details: A solution of 8-(1-ethylpropyl)-3-iodo-2,5-dimethyl-7,8-dihydro-6H-pyrazolo[1,5-a]pyrrolo[3,2-e]pyrimidine (2.0 g, 5.29 mmol), trimethylsilylacetylene (0.8 mL, 5.82 mmol), Cl2Pd(PPh3)2 (0.19 g, 0.26 mmol) and copper(I) iodide (50 mg, 0.26 mmol) in triethylamine (20 mL) was stirred at room temperature for two hours. The solution was filtered through Celite, and the filtrate was evaporated. Tetramethylammonium fluoride (1.0 M tetrahydrofuran solution 6.3 mL, 6.3 mmol) was added to a solution of th... Reaction conditions: time 10 minute. Reaction SMILES: [CH2:1]([CH:3]([N:6]1[C:14]2[N:13]3[N:15]=[C:16]([CH3:19])[C:17](I)=[C:12]3[N:11]=[C:10]([CH3:20])[C:9]=2[CH2:8][CH2:7]1)[CH2:4][CH3:5])[CH3:2].C[Si]([C:25]#[CH:26])(C)C.[F-].C[N+](C)(C)C.O>C(N(CC)CC)C.O1CCCC1.C(OCC)(=O)C.[Cu]I>[CH2:1]([CH:3]([N:6]1[C:14]2[N:13]3[N:15]=[C:16]([CH3:19])[C:17]([C:25]#[CH:26])=[C:12]3[N:11]=[C:10]([CH3:20])[C:9]=2[CH2:8][CH2:7]1)[CH2:4][CH3:5])[CH3:2] |f:2.3|. The reactants are [F-].C[N+](C)(C)C (Tetramethylammonium fluoride), O (Water), C(C)C(CC)N1CCC=2C(=NC=3N(C21)N=C(C3I)C)C (8-(1-ethylpropyl)-3-iodo-2,5-dimethyl-7,8-dihydro-6H-pyrazolo[1,5-a]pyrrolo[3,2-e]pyrimidine), C[Si](C)(C)C#C (trimethylsilylacetylene), Cl2Pd(PPh3)2.